Dataset: the Open Reaction Database (ORD), a public repository of structured organic reaction records. Task: describe an organic reaction: reactants, conditions, products, and yield The reactants are C(C1=CC(C=O)=CC=C1)=O (isophthalaldehyde), C(C)O (ethanol), C(OCC)(OCC)OCC (triethyl orthoformate). The reagents and catalysts are [Cl-].[NH4+] (ammonium chloride). Conditions: temperature 0 celsius, time 2 day. Product: C(C)OC(C=1C=C(C=O)C=CC1)OCC (3-(diethoxymethyl)benzaldehyde). Yield: 76.0%. As a reaction SMILES: C(=O)[C:2]1[CH:9]=[CH:8][CH:7]=[C:4]([CH:5]=[O:6])[CH:3]=1.C(O)C.[CH:14]([O:21][CH2:22][CH3:23])([O:18][CH2:19][CH3:20])OCC>[Cl-].[NH4+]>[CH2:22]([O:21][CH:14]([O:18][CH2:19][CH3:20])[C:2]1[CH:3]=[C:4]([CH:7]=[CH:8][CH:9]=1)[CH:5]=[O:6])[CH3:23] |f:3.4|. Procedure details: A mixture of isophthalaldehyde (21.44 g, 160 mmol), ammonium chloride (0.34 g, 6.38 mmol) in anhydrous ethanol (23.2 g, 480 mmol) was cooled to 0° C., then triethyl orthoformate was added drop-wise. After the addition, the mixture was warmed to 40° C. and stirred for two days. The mixture was filtered and the filtrate was concentrated to give crude product. The crude product was purified by column chromatography (silica gel, petroleum ether/ethyl acetate=200:1 to 100:1) to give 3-(diethoxymethyl...